This data is from the Open Reaction Database (ORD), a public repository of structured organic reaction records. The task is: describe an organic reaction: reactants, conditions, products, and yield Starting materials: C(C(=O)Cl)(=O)Cl (Oxalyl chloride), CC(C(=O)O)(CC=C)C (2,2-dimethyl-4-pentenoic acid). Solvent: ClCCl (dichloromethane). Run at time 3 hour. Yields the product CC(C(=O)Cl)(CC=C)C (2,2-dimethyl-4-pentenoyl chloride). RXN SMILES: C(Cl)(=O)C([Cl:4])=O.[CH3:7][C:8]([CH3:15])([CH2:12][CH:13]=[CH2:14])[C:9](O)=[O:10]>ClCCl>[CH3:7][C:8]([CH3:15])([CH2:12][CH:13]=[CH2:14])[C:9]([Cl:4])=[O:10]. Procedure: Oxalyl chloride (5.1 mL, 58 mmol) was added to a 0-5° C. solution of 2,2-dimethyl-4-pentenoic acid (5.00 g, 39.0 mmol) in 25 mL of dichloromethane. The mixture was stirred for 3 h, then concentrated to afford crude 2,2-dimethyl-4-pentenoyl chloride, which was dissolved in 10 mL of dichloromethane for use in the next step. The reactants are C[Mg]Br (methyl magnesium bromide), [Cu]C#N (copper(I)cyanide), COC(C1=C(C=CC=C1[N+](=O)[O-])C(=O)Cl)=O (2-chlorocarbonyl-6-nitro-benzoic acid methyl ester). Run in C1CCOC1 (THF), C1CCOC1 (THF). Run at temperature -20 celsius, time 20 minute. The product is COC(C1=C(C=CC=C1[N+](=O)[O-])C(C)=O)=O (2-acetyl-6-nitro-benzoic acid methyl ester). Reaction SMILES: [Cu][C:2]#N.C[Mg]Br.[CH3:7][O:8][C:9](=[O:22])[C:10]1[C:15]([N+:16]([O-:18])=[O:17])=[CH:14][CH:13]=[CH:12][C:11]=1[C:19](Cl)=[O:20]>C1COCC1>[CH3:7][O:8][C:9](=[O:22])[C:10]1[C:15]([N+:16]([O-:18])=[O:17])=[CH:14][CH:13]=[CH:12][C:11]=1[C:19](=[O:20])[CH3:2]. Reported procedure: To a suspension of copper(I)cyanide (5.70 g, 63.6 mmol) in 200 mL of anhydrous THF at −78° C. was added methyl magnesium bromide (1.4 M in toluene and THF, 43 mL, 59.3 mmol). The mixture was stirred at −20° C. for 20 min, then cooled to −78° C. A solution of 2-chlorocarbonyl-6-nitro-benzoic acid methyl ester (11.6 g, 47.8 mmol, Step B) in 30 mL of THF was added. The mixture was cooled at −10° C., and slowly warmed to RT, quenched with NH4Cl(aq), and extracted with EtOAc. The combined organic por... Reactants: C1(=CC=CC=C1)C(C(=O)N)(CCC(C)(NC)C)C1=CC=CC=C1 (2,2-diphenyl-5-methyl-5-methylaminohexanamide), FC1=CC=C(CCBr)C=C1 (4-fluorophenethyl bromide), C([O-])([O-])=O.[K+].[K+] (potassium carbonate). Solvent: C(C)#N (acetonitrile). Yields the product C1(=CC=CC=C1)C(C(=O)N)(CCC(C)(C)N(C)CCC1=CC=C(C=C1)F)C1=CC=CC=C1 (2,2-diphenyl-5-[N-(4-fluorophenethyl)-N-methylamino]-5-methylhexanamide). As a reaction SMILES: [C:1]1([C:7]([C:18]2[CH:23]=[CH:22][CH:21]=[CH:20][CH:19]=2)([CH2:11][CH2:12][C:13]([CH3:17])([NH:15][CH3:16])[CH3:14])[C:8]([NH2:10])=[O:9])[CH:6]=[CH:5][CH:4]=[CH:3][CH:2]=1.[F:24][C:25]1[CH:33]=[CH:32][C:28]([CH2:29][CH2:30]Br)=[CH:27][CH:26]=1.C(=O)([O-])[O-].[K+].[K+]>C(#N)C>[C:1]1([C:7]([C:18]2[CH:23]=[CH:22][CH:21]=[CH:20][CH:19]=2)([CH2:11][CH2:12][C:13]([N:15]([CH2:30][CH2:29][C:28]2[CH:32]=[CH:33][C:25]([F:24])=[CH:26][CH:27]=2)[CH3:16])([CH3:17])[CH3:14])[C:8]([NH2:10])=[O:9])[CH:2]=[CH:3][CH:4]=[CH:5][CH:6]=1 |f:2.3.4|. Reported procedure: A mixture containing 2,2-diphenyl-5-methyl-5-methylaminohexanamide (0.31 g--see Preparation 13), 4-fluorophenethyl bromide (0.2 g), anhydrous potassium carbonate (0.5 g) and acetonitrile (15 ml) was heated under reflux for 5 hours. The mixture was partitioned between dichloromethane (30 ml) and 10% aqueous potassium carbonate (20 ml), the layers separated and the aqueous layer extracted with dichloromethane (3×20 ml). The combined dichloromethane extracts were dried (MgSO4) and concentrated in v... Reactants: Cl (HCl), ice, C(OC)([O-])=O.[Mg+2].COC([O-])=O (Magnesium methyl carbonate), C(CC1=CC=CC=C1)C1=CC=C(C=C1)C(C)=O (4'-phenethylacetophenone), N1=CCCC1 (1-pyrroline). The solvent is CO (methanol). Conditions: time 40 hour. The product is C(CC1=CC=CC=C1)C1=CC=C(C=C1)C(CC1NCCC1)=O (4'-Phenethyl-2-(2-pyrrolidinyl)acetophenone). Yield: 63.0%. As a reaction SMILES: C(=O)([O-])OC.[Mg+2].COC(=O)[O-].[CH2:12]([C:20]1[CH:25]=[CH:24][C:23]([C:26](=[O:28])[CH3:27])=[CH:22][CH:21]=1)[CH2:13][C:14]1[CH:19]=[CH:18][CH:17]=[CH:16][CH:15]=1.[N:29]1[CH2:33][CH2:32][CH2:31][CH:30]=1.Cl>CO>[CH2:12]([C:20]1[CH:21]=[CH:22][C:23]([C:26](=[O:28])[CH2:27][CH:30]2[CH2:31][CH2:32][CH2:33][NH:29]2)=[CH:24][CH:25]=1)[CH2:13][C:14]1[CH:15]=[CH:16][CH:17]=[CH:18][CH:19]=1 |f:0.1.2|. Procedure: Magnesium methyl carbonate (0.4 mole, 2 M in dimethylformamide) is heated to 120°C. under carbon dioxide. The compound 4'-phenethylacetophenone, 22.4 g (0.1 mole), is added and the mixture is stirred at 120°C. for 4 hours under a stream of nitrogen allowing the methanol that forms to escape. The reaction mixture is allowed to cool to room temperature under an atmosphere of carbon dioxide and 8.3 g (0.12 mole) of 1-pyrroline (as the trimer) added and stirred at room temperature under carbon dioxi... The product is COc1cccc(NC(=O)OC(C)(C)C)c1N. Reaction SMILES: [C:1]([CH3:2])([CH3:3])([CH3:4])[O:5][C:6](=[O:7])[NH:8][c:9]1[c:10]([N+:17]([O-:18])=[O:19])[c:11]([O:15][CH3:16])[cH:12][cH:13][cH:14]1.[CH3:20][OH:21].[H:23][H:24].[OH2:22]>>[C:1]([CH3:2])([CH3:3])([CH3:4])[O:5][C:6](=[O:7])[NH:8][c:9]1[c:10]([NH2:17])[c:11]([O:15][CH3:16])[cH:12][cH:13][cH:14]1. Starting materials: COc1cccc(NC(=O)OC(C)(C)C)c1[N+](=O)[O-], CO, [H][H], O. The reactants are C1(=CC=CC=C1)P(C1=CC=CC=C1)C1=CC=CC=C1 (triphenylphosphine), C1(CCCCC1)/C=C(/C(=O)O)\C1=CC=C(C=C1)S(=O)(=O)C ((E)-3-cyclohexyl-2-(4-(methanesulfonyl)-phenyl)-acrylic acid), NC=1SC=CN1 (2-aminothiazole), BrN1C(CCC1=O)=O (N-bromosuccinimide). Run in C(Cl)Cl (methylene chloride), C(Cl)Cl (methylene chloride). Reaction conditions: temperature 0 celsius, time 30 minute. Product: hexanes ethyl acetate, C1(CCCCC1)/C=C(/C(=O)NC=1SC=CN1)\C1=CC=C(C=C1)S(=O)(=O)C ((E)-3-cyclohexyl-2-(4-methanesulfonyl-phenyl)-N-thiazol-2-yl-acrylamide). Yield: 42.8%. Reaction SMILES: C1(P(C2C=CC=CC=2)C2C=CC=CC=2)C=CC=CC=1.BrN1C(=O)CCC1=O.[CH:28]1(/[CH:34]=[C:35](\[C:39]2[CH:44]=[CH:43][C:42]([S:45]([CH3:48])(=[O:47])=[O:46])=[CH:41][CH:40]=2)/[C:36]([OH:38])=O)[CH2:33][CH2:32][CH2:31][CH2:30][CH2:29]1.[NH2:49][C:50]1[S:51][CH:52]=[CH:53][N:54]=1>C(Cl)Cl>[CH:28]1(/[CH:34]=[C:35](\[C:39]2[CH:44]=[CH:43][C:42]([S:45]([CH3:48])(=[O:47])=[O:46])=[CH:41][CH:40]=2)/[C:36]([NH:49][C:50]2[S:51][CH:52]=[CH:53][N:54]=2)=[O:38])[CH2:29][CH2:30][CH2:31][CH2:32][CH2:33]1. Procedure: A solution of triphenylphosphine (8.79 g, 33.52 mmol) in methylene chloride (100 mL) was cooled to 0° C. and then treated with N-bromosuccinimide (5.97 g, 33.52 mmol). The reaction mixture was stirred at 0° C. for 30 min and then treated with a solution of (E)-3-cyclohexyl-2-(4-(methanesulfonyl)-phenyl)-acrylic acid (5.17 g, 16.76 mmol) in methylene chloride (20 mL). The clear solution was stirred for 15 min at 0° C. and then allowed to warm to 25° C. where it was stirred for 1.5 h. The reaction... Reactants: C(C)(C)(C)OC(NCCN1C(C2=CC=C(C=C2C(=C1CN)C1=CC=CC=C1)OC)=O)=O ([2-(3-Aminomethyl-6-methoxy-1-oxo-4-phenyl-1H-isoquinolin-2-yl)-ethyl]-carbamic acid tert-butyl ester), C=O (formaldehyde), C(#N)[BH3-].[Na+] (sodium cyanoborohydride), CO (methanol). Solvent: CCCCCC.CCOCC (hexane ether). Product: C(C)(C)(C)OC(NCCN1C(C2=CC=C(C=C2C(=C1CN(C)C)C1=CC=CC=C1)OC)=O)=O ([2-(3-Dimethylaminomethyl-6-methoxy-1-oxo-4-phenyl-1H-isoquinolin-2-yl)-ethyl]-carbamic acid tert-butyl ester). Yield: 76.2%. As a reaction SMILES: [C:1]([O:5][C:6](=[O:31])[NH:7][CH2:8][CH2:9][N:10]1[C:19]([CH2:20]N)=[C:18]([C:22]2[CH:27]=[CH:26][CH:25]=[CH:24][CH:23]=2)[C:17]2[C:12](=[CH:13][CH:14]=[C:15]([O:28][CH3:29])[CH:16]=2)[C:11]1=[O:30])([CH3:4])([CH3:3])[CH3:2].[CH2:32]=O.[C:34]([BH3-])#[N:35].[Na+].CO>CCCCCC.CCOCC>[C:1]([O:5][C:6](=[O:31])[NH:7][CH2:8][CH2:9][N:10]1[C:19]([CH2:20][N:35]([CH3:34])[CH3:32])=[C:18]([C:22]2[CH:27]=[CH:26][CH:25]=[CH:24][CH:23]=2)[C:17]2[C:12](=[CH:13][CH:14]=[C:15]([O:28][CH3:29])[CH:16]=2)[C:11]1=[O:30])([CH3:4])([CH3:3])[CH3:2] |f:2.3,5.6|. Procedure details: A solution of 114 (2.72 g, 6.43 mmol), formaldehyde (12.3M, 2.62 mL, 32.2 mmol), sodium cyanoborohydride (1.0M in tetrahydrofuran, 32.2 mL, 32.2 mmol), and methanol (100 mL) were heated at reflux for 1 h. The contents of the reaction flask were cooled and the solvent was removed in vacuo. Sat. sodium bicarbonate was added and the resulting mixture was extracted with ethyl acetate (3×). The combined organic extracts were dried with magnesium sulfate (anh.) and filtered. The filtrate was removed b... The reactants are C1CNCCNCCNCCN1, CN(C)P(N(C)C)N(C)C, CNC, Cc1ccccc1, Cl. Yields the product C1CN2CCN3CCN(CCN1)P23. Reaction SMILES: [CH2:1]1[CH2:2][NH:3][CH2:4][CH2:5][NH:6][CH2:7][CH2:8][NH:9][CH2:10][CH2:11][NH:12]1.[CH3:13][N:14]([P:15]([N:17]([CH3:18])[CH3:19])[N:20]([CH3:21])[CH3:22])[CH3:16].[CH3:24][NH:25][CH3:26].[CH3:27][c:28]1[cH:29][cH:30][cH:31][cH:32][cH:33]1.[ClH:23]>>[CH2:1]1[CH2:2][NH:3][CH2:4][CH2:5][N:6]2[CH2:7][CH2:8][N:9]3[CH2:10][CH2:11][N:12]1[P:15]23. The reactants are ClC1=C2C(C(NC2=C(C=C1)Cl)=O)=O (4,7-dichloro-1H-indole-2,3-dione), NN1C(=NN=C1N)CC1=CC=C(C=C1)O (4-(4,5-diamino-4H-[1,2,4]triazol-3-ylmethyl)-phenol). The solvent is C(C(F)(F)F)O (trifluoroethanol), O (water). Conditions: temperature 125 celsius, time 16 hour. Yields the product ClC1=C2C3=NN4C(N=C3NC2=C(C=C1)Cl)=NN=C4CC4=CC=C(C=C4)O (4-(5,8-Dichloro-9H-1,2,3a,4,9,10-hexaaza-cyclopenta[b]fluoren-3-ylmethyl)-phenol). Reaction SMILES: [Cl:1][C:2]1[CH:10]=[CH:9][C:8]([Cl:11])=[C:7]2[C:3]=1[C:4](=O)[C:5](=O)[NH:6]2.[NH2:14][N:15]1[C:19]([NH2:20])=[N:18][N:17]=[C:16]1[CH2:21][C:22]1[CH:27]=[CH:26][C:25]([OH:28])=[CH:24][CH:23]=1>C(O)C(F)(F)F.O>[Cl:1][C:2]1[CH:10]=[CH:9][C:8]([Cl:11])=[C:7]2[C:3]=1[C:4]1[C:5]([NH:6]2)=[N:20][C:19]2=[N:18][N:17]=[C:16]([CH2:21][C:22]3[CH:27]=[CH:26][C:25]([OH:28])=[CH:24][CH:23]=3)[N:15]2[N:14]=1. Reported procedure: In a pressure tube, 0.60 mmol of 4,7-dichloro-1H-indole-2,3-dione (130 mg) and 0.65 mmol of 4-(4,5-diamino-4H-[1,2,4]triazol-3-ylmethyl)-phenol (133.5 mg) in a mixture of trifluoroethanol (8 mL) and water (4 mL) was stirred at 125° C. overnight (16 hr). The mixture was cooled to room temperature, allowed to crystallize for 2 hours. The precipitated product was collected by filtration, washed with MeOH+water 1:1, then with chilled MeOH. Dried on high vacuum. The reactants are C(OCCC1=CC=C(C=C1)N1C(=NC2=C1C=C(C(=C2)C(F)(F)F)Cl)CC)(OC2=CC=CC=C2)=O (2-{4-[6-chloro-2-ethyl-5-(trifluoromethyl)-1H-benzimidazol-1-yl]phenyl}ethyl phenyl carbonate), C1=NC=CC2=C(C=CC=C12)S(=O)(=O)N (5-isoquinolinylsulfonamide). Yields the product ClC=1C(=CC2=C(N(C(=N2)CC)C2=CC=C(C=C2)CCOC(NS(=O)(=O)C2=C3C=CN=CC3=CC=C2)=O)C1)C(F)(F)F (2-{4-[6-CHLORO-2-ETHYL-5-(TRIFLUOROMETHYL)-1H-BENZIMIDAZOL-1-YL]PHENYL}ETHYL-5-ISOQUINOLINYLSULFONYLCARBAMATE). As a reaction SMILES: [C:1](=O)([O:27]C1C=CC=CC=1)[O:2][CH2:3][CH2:4][C:5]1[CH:10]=[CH:9][C:8]([N:11]2[C:15]3[CH:16]=[C:17]([Cl:24])[C:18]([C:20]([F:23])([F:22])[F:21])=[CH:19][C:14]=3[N:13]=[C:12]2[CH2:25][CH3:26])=[CH:7][CH:6]=1.[CH:35]1[C:44]2[C:39](=[C:40]([S:45]([NH2:48])(=[O:47])=[O:46])[CH:41]=[CH:42][CH:43]=2)[CH:38]=[CH:37][N:36]=1>>[Cl:24][C:17]1[C:18]([C:20]([F:23])([F:22])[F:21])=[CH:19][C:14]2[N:13]=[C:12]([CH2:25][CH3:26])[N:11]([C:8]3[CH:7]=[CH:6][C:5]([CH2:4][CH2:3][O:2][C:1](=[O:27])[NH:48][S:45]([C:40]4[CH:41]=[CH:42][CH:43]=[C:44]5[C:39]=4[CH:38]=[CH:37][N:36]=[CH:35]5)(=[O:47])=[O:46])=[CH:10][CH:9]=3)[C:15]=2[CH:16]=1. Procedure details: The title compound was prepared according to the procedure described in step 2 of Example 243 from 2-{4-[6-chloro-2-ethyl-5-(trifluoromethyl)-1H-benzimidazol-1-yl]phenyl}ethyl phenyl carbonate and 5-isoquinolinylsulfonamide.